describe an organic reaction: reactants, conditions, products, and yield From a dataset of the Open Reaction Database (ORD), a public repository of structured organic reaction records. Reactants: O (Water), C(C\C=C\CC)O (trans-3-hexen-1-ol), [H-].[Na+] (sodium hydride), ClC=1C(=NSN1)C=1C=NC=CC1 (3-(4-chloro-1,2,5-thiadiazol-3-yl) pyridine). Solvent: O1CCCC1 (tetrahydrofuran), O1CCCC1 (tetrahydrofuran). Conditions: time 1 hour. The product is C(C\C=C\CC)OC=1C(=NSN1)C=1C=NC=CC1 (trans-3-(4-(3-hexenyloxy)-1,2,5-thiadiazol-3-yl) pyridine). RXN SMILES: [CH2:1]([OH:7])[CH2:2]/[CH:3]=[CH:4]/[CH2:5][CH3:6].[H-].[Na+].Cl[C:11]1[C:12]([C:16]2[CH:17]=[N:18][CH:19]=[CH:20][CH:21]=2)=[N:13][S:14][N:15]=1.O>O1CCCC1>[CH2:1]([O:7][C:11]1[C:12]([C:16]2[CH:17]=[N:18][CH:19]=[CH:20][CH:21]=2)=[N:13][S:14][N:15]=1)[CH2:2]/[CH:3]=[CH:4]/[CH2:5][CH3:6] |f:1.2|. Reported procedure: To a solution of trans-3-hexen-1-ol (900 mg, 9 mmol) and sodium hydride (310 mg, 9 mmol) in dry tetrahydrofuran was added a solution of 3-(4-chloro-1,2,5-thiadiazol-3-yl) pyridine (590 mg, 3 mmol) in dry tetrahydrofuran. The reaction mixture was stirred at room temperature for 1 h. Water was added and the mixture was extracted with ether. The ether phase was dried and evaporated to give the title compound. The reactants are COC1=CC=CC2=C1OC(CO2)C(=O)N (8-Methoxy-1,4-benzodioxan-2-carboxamide), O (water). Run in Cl (hydrochloric acid). Yields the product COC1=CC=CC2=C1OC(CO2)C(=O)O (8-methoxy-1,4-benzodioxan-2-carboxylic acid). As a reaction SMILES: [CH3:1][O:2][C:3]1[C:8]2[O:9][CH:10]([C:13](N)=[O:14])[CH2:11][O:12][C:7]=2[CH:6]=[CH:5][CH:4]=1.[OH2:16]>Cl>[CH3:1][O:2][C:3]1[C:8]2[O:9][CH:10]([C:13]([OH:14])=[O:16])[CH2:11][O:12][C:7]=2[CH:6]=[CH:5][CH:4]=1. Procedure: 8-Methoxy-1,4-benzodioxan-2-carboxamide (2.41 g.) in 50% hydrochloric acid (35 ml.) was stirred at 100° C. for 1 hour. The resulting solution was cooled, diluted with water (200 ml.), extracted with chloroform (3×100 ml.) then the extracts dried (MgSO4) and evaporated in vacuo. The solid residue (1.8 g.) was recrystallized from water (m.p. 75°-78° C.) then from ethyl acetate/hexane to give 8-methoxy-1,4-benzodioxan-2-carboxylic acid, m.p. 131°-132° C.